describe an organic reaction: reactants, conditions, products, and yield From a dataset of the Open Reaction Database (ORD), a public repository of structured organic reaction records. Procedure: N-isopropylazetidin-3-ylamine dihydrochloride (374 mg), 1-(6-amino-3,5-difluoropyridin-2-yl)-8-bromo-6,7-difluoro-4-oxo-1,4-dihydroquinolin-3-carboxylic acid (518 mg), N-methylpyrrolidine (0.8 mL), lithium chloride (500 mg) and dimethyl sulfoxide (1.5 mL) were mixed, and the mixture was stirred at 50° C. for 4.5 hours. After the mixture had been left to cool, diethyl ether (10 mL) was added to the mixture and stirred, followed by removing the supernatant. The same procedure was repeated three ti... Run in CS(=O)C (dimethyl sulfoxide), C(C)OCC (diethyl ether). Starting materials: Cl.Cl.C(C)(C)NC1CNC1 (N-isopropylazetidin-3-ylamine dihydrochloride), NC1=C(C=C(C(=N1)N1C=C(C(C2=CC(=C(C(=C12)Br)F)F)=O)C(=O)O)F)F (1-(6-amino-3,5-difluoropyridin-2-yl)-8-bromo-6,7-difluoro-4-oxo-1,4-dihydroquinolin-3-carboxylic acid), CN1CCCC1 (N-methylpyrrolidine), [Cl-].[Li+] (lithium chloride). Product: NC1=C(C=C(C(=N1)N1C=C(C(C2=CC(=C(C(=C12)Br)N1CC(C1)NC(C)C)F)=O)C(=O)O)F)F (1-(6-Amino-3,5-difluoropyridin-2-yl)-8-bromo-6-fluoro-7-(3-isopropylaminoazetidin-1-yl)-4-oxo-1,4-dihydroquinolin-3-carboxylic acid). Isolated yield 65.0%. RXN SMILES: Cl.Cl.[CH:3]([NH:6][CH:7]1[CH2:10][NH:9][CH2:8]1)([CH3:5])[CH3:4].[NH2:11][C:12]1[N:17]=[C:16]([N:18]2[C:27]3[C:22](=[CH:23][C:24]([F:30])=[C:25](F)[C:26]=3[Br:28])[C:21](=[O:31])[C:20]([C:32]([OH:34])=[O:33])=[CH:19]2)[C:15]([F:35])=[CH:14][C:13]=1[F:36].CN1CCCC1.[Cl-].[Li+]>C(OCC)C.CS(C)=O>[NH2:11][C:12]1[N:17]=[C:16]([N:18]2[C:27]3[C:22](=[CH:23][C:24]([F:30])=[C:25]([N:9]4[CH2:10][CH:7]([NH:6][CH:3]([CH3:5])[CH3:4])[CH2:8]4)[C:26]=3[Br:28])[C:21](=[O:31])[C:20]([C:32]([OH:34])=[O:33])=[CH:19]2)[C:15]([F:35])=[CH:14][C:13]=1[F:36] |f:0.1.2,5.6|. Run at temperature 50 celsius, time 4.5 hour. Reactants: CC(C)=O, CS(N)(=O)=O, FC(F)(F)CN=C=S, [Na+], [OH-], O. As a reaction SMILES: [CH3:16][C:17](=[O:18])[CH3:19].[CH3:9][S:10](=[O:11])(=[O:12])[NH2:13].[F:1][C:2]([CH2:3][N:4]=[C:5]=[S:6])([F:7])[F:8].[Na+:15].[OH-:14].[OH2:20]>>[F:1][C:2]([CH2:3][NH:4][C:5](=[S:6])[NH:13][S:10]([CH3:9])(=[O:11])=[O:12])([F:7])[F:8]. Yields the product CS(=O)(=O)NC(=S)NCC(F)(F)F. Starting materials: CCCCCCC(C)O, Cc1ccccc1, Cc1cccc(C2CC2)c1[O-], Cc1cccc(C2CC2)c1O, [Na+], O, Oc1cc(Cl)nnc1Cl. Product: Cc1cccc(C2CC2)c1Oc1nnc(Cl)cc1O. As a reaction SMILES: [CH3:13][CH:14]([OH:15])[CH2:16][CH2:17][CH2:18][CH2:19][CH2:20][CH3:21].[CH3:42][c:43]1[cH:44][cH:45][cH:46][cH:47][cH:48]1.[CH:1]1([c:4]2[c:5]([O-:6])[c:7]([CH3:11])[cH:8][cH:9][cH:10]2)[CH2:2][CH2:3]1.[CH:31]1([c:32]2[cH:33][cH:34][cH:35][c:36]([CH3:37])[c:38]2[OH:39])[CH2:40][CH2:41]1.[Na+:12].[OH2:49].[OH:22][c:23]1[c:24]([Cl:30])[n:25][n:26][c:27]([Cl:29])[cH:28]1>>[CH:1]1([c:4]2[c:5]([O:6][c:24]3[c:23]([OH:22])[cH:28][c:27]([Cl:29])[n:26][n:25]3)[c:7]([CH3:11])[cH:8][cH:9][cH:10]2)[CH2:2][CH2:3]1. Reactants: ClCCS(=O)(=O)CCC(=O)O (β-(β-chloroethanesulfonyl)propionic acid), S(=O)(Cl)Cl (thionyl chloride). The product is ClCCS(=O)(=O)CCC(=O)Cl (β-(β-chloroethanesulfonyl)propionyl chloride). As a reaction SMILES: [Cl:1][CH2:2][CH2:3][S:4]([CH2:7][CH2:8][C:9]([OH:11])=O)(=[O:6])=[O:5].S(Cl)([Cl:14])=O>>[Cl:1][CH2:2][CH2:3][S:4]([CH2:7][CH2:8][C:9]([Cl:14])=[O:11])(=[O:6])=[O:5]. Procedure details: 50 grams of β-(β-chloroethanesulfonyl)propionic acid and 150 ml of thionyl chloride were heated under refluxing for about 2 hours, excess thionyl chloride distilled off under reduced pressure, and the residue recrystallized from anhydrous benzene to give 46 g of white β-(β-chloroethanesulfonyl)propionyl chloride, m.p. 73°-5° C. The reactants are Cl.Cl.C(C)N(C1CCNCC1)CC (4-(diethylamino)piperidine dihydrochloride). The solvent is O (water), [OH-].[Na+] (sodium hydroxide). Reaction conditions: time 30 minute. The product is C(C)N(C1CCNCC1)CC (4-(diethylamino)piperidine). Isolated yield 57256.4%. Reaction SMILES: Cl.Cl.[CH2:3]([N:5]([CH2:12][CH3:13])[CH:6]1[CH2:11][CH2:10][NH:9][CH2:8][CH2:7]1)[CH3:4]>O.[OH-].[Na+]>[CH2:12]([N:5]([CH2:3][CH3:4])[CH:6]1[CH2:7][CH2:8][NH:9][CH2:10][CH2:11]1)[CH3:13] |f:0.1.2,4.5|. Procedure: To a solution of 4-(diethylamino)piperidine dihydrochloride (3.0 g, 0.019 mmol) in water (20 mL), 2M sodium hydroxide solution (5.0 mL) was added at ambient temperature. The mixture was stirred for 30 min. The solvent was removed under reduced pressure, and methanol (10 mL) was added to the crude material, then the residue was removed by filtration. The filtrate was concentrated and dried to afford 4-(diethylamino)piperidine (1.7 g, y. 77%) as solid. Reactants: FC1=C(N=C(NC1=O)CC(=O)[O-])N1CCOCC1.[Na+] (sodium (5-fluoro-4-morpholin-4-yl-6-oxo-1,6-dihydropyrimidin-2-yl)acetate), ClC1=C2CC(NC2=CC=C1F)C (4-chloro-5-fluoro-2-methyl-2,3-dihydro-1H-indole). Yields the product FC=1C(NC(=NC1N1CCOCC1)CC(=O)N1C(CC2=C(C(=CC=C12)F)Cl)C)=O (5-Fluoro-2-[2-(4-chloro-5-fluoro-2-methyl-2,3-dihydroindol-1-yl)-2-oxoethyl]-6-morpholin-4-yl-3H-pyrimidin-4-one). Reaction SMILES: [F:1][C:2]1[C:7](=[O:8])[NH:6][C:5]([CH2:9][C:10]([O-:12])=O)=[N:4][C:3]=1[N:13]1[CH2:18][CH2:17][O:16][CH2:15][CH2:14]1.[Na+].[Cl:20][C:21]1[C:29]([F:30])=[CH:28][CH:27]=[C:26]2[C:22]=1[CH2:23][CH:24]([CH3:31])[NH:25]2>>[F:1][C:2]1[C:7](=[O:8])[NH:6][C:5]([CH2:9][C:10]([N:25]2[C:26]3[C:22](=[C:21]([Cl:20])[C:29]([F:30])=[CH:28][CH:27]=3)[CH2:23][CH:24]2[CH3:31])=[O:12])=[N:4][C:3]=1[N:13]1[CH2:18][CH2:17][O:16][CH2:15][CH2:14]1 |f:0.1|. Reported procedure: The product is prepared by following the procedure described in example 1a (step 5a) using 91 mg of sodium (5-fluoro-4-morpholin-4-yl-6-oxo-1,6-dihydropyrimidin-2-yl)acetate and 55 mg of 4-chloro-5-fluoro-2-methyl-2,3-dihydro-1H-indole. After purification, 44 mg of 2-[2-(4-chloro-5-fluoro-2-methyl-2,3-dihydroindol-1-yl)-2-oxoethyl]-3-methyl-6-morpholin-4-yl-3H-pyrimidin-4-one are obtained in the form of a solid, the characteristics of which are the following: Reactants: ClC=1SC2=C(N1)C=CC(=C2)OC (2-chloro-6-methoxybenzo[d]thiazole), C1(CCCCC1)[C@H](C)N ((S)-1-cyclohexylethanamine), CCN(C(C)C)C(C)C (DIPEA). Solvent: CN1CCCC1=O (NMP), CCOC(=O)C (EtOAc). Reaction conditions: temperature 110 celsius, time 96 hour. Yields the product C1(CCCCC1)[C@H](C)NC=1SC2=C(N1)C=CC(=C2)OC ((S)—N-(1-cyclohexylethyl)-6-methoxybenzo[d]thiazol-2-amine), crude solid. As a reaction SMILES: Cl[C:2]1[S:3][C:4]2[CH:10]=[C:9]([O:11][CH3:12])[CH:8]=[CH:7][C:5]=2[N:6]=1.[CH:13]1([C@@H:19]([NH2:21])[CH3:20])[CH2:18][CH2:17][CH2:16][CH2:15][CH2:14]1.CCN(C(C)C)C(C)C>CN1C(=O)CCC1.CCOC(C)=O>[CH:13]1([C@@H:19]([NH:21][C:2]2[S:3][C:4]3[CH:10]=[C:9]([O:11][CH3:12])[CH:8]=[CH:7][C:5]=3[N:6]=2)[CH3:20])[CH2:18][CH2:17][CH2:16][CH2:15][CH2:14]1. Reported procedure: To a solution of 2-chloro-6-methoxybenzo[d]thiazole (2.0 g, 10 mmol) in 10 mL of NMP was added (S)-1-cyclohexylethanamine (2.3 g, 18 mmol) and DIPEA (3.5 mL, mmol). The reaction solution was stirred at 110° C. for 96 hours. The reaction was diluted with EtOAc (170 mL) and washed with saturated NaHCO3 (60 mL), 5% NaHCO3 solution (60 mL), water (60 mL), saturated NaCl (60 mL), dried over sodium sulfate, filtered and concentrated in vacuo to give (S)—N-(1-cyclohexylethyl)-6-methoxybenzo[d]thiazol-2... Reactants: O=C=NC(C(=O)O)c1ccccc1, NN1CC(=O)NC1=O, C1COCCO1. The product is O=C1CN(NC(=O)NC(C(=O)O)c2ccccc2)C(=O)N1. Reaction SMILES: [N:9](=[C:10]=[O:11])[CH:12]([C:13](=[O:14])[OH:15])[c:16]1[cH:17][cH:18][cH:19][cH:20][cH:21]1.[NH2:1][N:2]1[C:3](=[O:8])[NH:4][C:5](=[O:7])[CH2:6]1.[O:22]1[CH2:23][CH2:24][O:25][CH2:26][CH2:27]1>>[NH:1]([N:2]1[C:3](=[O:8])[NH:4][C:5](=[O:7])[CH2:6]1)[C:10]([NH:9][CH:12]([C:13](=[O:14])[OH:15])[c:16]1[cH:17][cH:18][cH:19][cH:20][cH:21]1)=[O:11]. Starting materials: CC(C)Cn1c(=O)n(C)c(=O)c2c(Br)c(Cc3ccccc3C(F)(F)F)sc21, C=CC(C)(C)O. The product is CC(C)Cn1c(=O)n(C)c(=O)c2c(C=CC(C)(C)O)c(Cc3ccccc3C(F)(F)F)sc21. RXN SMILES: [Br:1][c:2]1[c:3]([CH2:18][c:19]2[c:20]([C:25]([F:26])([F:27])[F:28])[cH:21][cH:22][cH:23][cH:24]2)[s:4][c:5]2[n:6]([CH2:14][CH:15]([CH3:16])[CH3:17])[c:7](=[O:13])[n:8]([CH3:12])[c:9](=[O:11])[c:10]12.[CH3:29][C:30]([CH3:31])([CH:32]=[CH2:33])[OH:34]>>[c:2]1([CH:33]=[CH:32][C:30]([CH3:29])([CH3:31])[OH:34])[c:3]([CH2:18][c:19]2[c:20]([C:25]([F:26])([F:27])[F:28])[cH:21][cH:22][cH:23][cH:24]2)[s:4][c:5]2[n:6]([CH2:14][CH:15]([CH3:16])[CH3:17])[c:7](=[O:13])[n:8]([CH3:12])[c:9](=[O:11])[c:10]12.